From a dataset of the Open Reaction Database (ORD), a public repository of structured organic reaction records. describe an organic reaction: reactants, conditions, products, and yield The reactants are C1OC=2C=C(N)C=CC2O1 (3,4-(methylenedioxy)aniline), O=C1CCN(CC1)[C@@H](CC#N)C ((R)-3-(4-oxo-piperidin-1-yl)-butyronitrile), [C-]#N.[Na+] (NaCN). Run in O (H2O), CO (MeOH). Product: NCC[C@@H](C)N1CCC(CC1)NC1=CC2=C(OCO2)C=C1 ([1-((R)-3-amino-1-methyl-propyl)-piperidin-4-yl]-benzo[1,3]dioxol-5-yl-amine). RXN SMILES: [CH2:1]1[O:10][C:9]2[CH:8]=[CH:7][C:5]([NH2:6])=[CH:4][C:3]=2[O:2]1.O=[C:12]1[CH2:17][CH2:16][N:15]([C@H:18]([CH3:22])[CH2:19][C:20]#[N:21])[CH2:14][CH2:13]1.[C-]#N.[Na+]>O.CO>[NH2:21][CH2:20][CH2:19][C@H:18]([N:15]1[CH2:16][CH2:17][CH:12]([NH:6][C:5]2[CH:7]=[CH:8][C:9]3[O:10][CH2:1][O:2][C:3]=3[CH:4]=2)[CH2:13][CH2:14]1)[CH3:22] |f:2.3|. Procedure: Using general procedure A with 3,4-(methylenedioxy)aniline (250 mg, 1.8 mmol) and (R)-3-(4-oxo-piperidin-1-yl)-butyronitrile (329 mg, 2.0 mmol) followed by general procedure J gave a green oil, which was subsequently treated with a solution of NaCN (175 mg) in H2O (5 mL) and MeOH (5 mL) to afford [1-((R)-3-amino-1-methyl-propyl)-piperidin-4-yl]-benzo[1,3]dioxol-5-yl-amine as a white solid (281 mg, 68% over 2 steps) after work-up and purification.